From a dataset of the Open Reaction Database (ORD), a public repository of structured organic reaction records. describe an organic reaction: reactants, conditions, products, and yield The product is CC(C)n1ncnc1-c1cn2c(n1)-c1ccc(-c3cn(C)c(CC(C)(C)O)n3)cc1OCC2. RXN SMILES: [Br:32][c:33]1[n:34][c:35]([CH2:39][C:40]([CH3:41])([OH:42])[CH3:43])[n:36]([CH3:38])[cH:37]1.[CH:1]([CH3:2])([CH3:3])[n:4]1[n:5][cH:6][n:7][c:8]1-[c:9]1[n:10][c:11]2[n:12]([cH:31]1)[CH2:13][CH2:14][O:15][c:16]1[c:17]-2[cH:18][cH:19][c:20]([B:22]2[O:23][C:24]([CH3:25])([CH3:26])[C:27]([CH3:28])([CH3:29])[O:30]2)[cH:21]1.[Cu:50][I:51].[O:45]=[CH:46][N:47]([CH3:48])[CH3:49].[OH2:44].[cH:52]1[cH:53][cH:54][c:55]([P:56]([Pd:57]([P:58]([c:59]2[cH:60][cH:61][cH:62][cH:63][cH:64]2)([c:65]2[cH:66][cH:67][cH:68][cH:69][cH:70]2)[c:71]2[cH:72][cH:73][cH:74][cH:75][cH:76]2)([P:77]([c:78]2[cH:79][cH:80][cH:81][cH:82][cH:83]2)([c:84]2[cH:85][cH:86][cH:87][cH:88][cH:89]2)[c:90]2[cH:91][cH:92][cH:93][cH:94][cH:95]2)[P:96]([c:97]2[cH:98][cH:99][cH:100][cH:101][cH:102]2)([c:103]2[cH:104][cH:105][cH:106][cH:107][cH:108]2)[c:109]2[cH:110][cH:111][cH:112][cH:113][cH:114]2)([c:115]2[cH:116][cH:117][cH:118][cH:119][cH:120]2)[c:121]2[cH:122][cH:123][cH:124][cH:125][cH:126]2)[cH:127][cH:128]1>>[CH:1]([CH3:2])([CH3:3])[n:4]1[n:5][cH:6][n:7][c:8]1-[c:9]1[n:10][c:11]2[n:12]([cH:31]1)[CH2:13][CH2:14][O:15][c:16]1[c:17]-2[cH:18][cH:19][c:20](-[c:33]2[n:34][c:35]([CH2:39][C:40]([CH3:41])([OH:42])[CH3:43])[n:36]([CH3:38])[cH:37]2)[cH:21]1. Starting materials: Cn1cc(Br)nc1CC(C)(C)O, CC(C)n1ncnc1-c1cn2c(n1)-c1ccc(B3OC(C)(C)C(C)(C)O3)cc1OCC2, [Cu]I, CN(C)C=O, O, c1ccc(P(c2ccccc2)(c2ccccc2)[Pd](P(c2ccccc2)(c2ccccc2)c2ccccc2)(P(c2ccccc2)(c2ccccc2)c2ccccc2)P(c2ccccc2)(c2ccccc2)c2ccccc2)cc1.